Dataset: the Open Reaction Database (ORD), a public repository of structured organic reaction records. Task: describe an organic reaction: reactants, conditions, products, and yield The reactants are C(=O)([O-])[O-].[Na+].[Na+] (Na2CO3), BrC=1C=C(C(=O)NC2CC2)C=C(C1C)Br (3,5-dibromo-N-cyclopropyl-4-methylbenzamide), CC1(OB(OC1(C)C)\C=C\COC)C (4,4,5,5-tetramethyl-2-[(1E)-3-(methyloxy)-1-propen-1-yl]-1,3,2-dioxaborolane), trans-bis(triphenylphosphine) palladium(II) bromide. Run in CN(C)C=O (DMF), O (water). Run at temperature 100 celsius. Product: BrC=1C=C(C(=O)NC2CC2)C=C(C1C)\C=C\COC (3-Bromo-N-cyclopropyl-5-[(1E)-3-methoxyprop-1-en-1-yl]-4-methylbenzamide). As a reaction SMILES: Br[C:2]1[CH:3]=[C:4]([CH:11]=[C:12]([Br:15])[C:13]=1[CH3:14])[C:5]([NH:7][CH:8]1[CH2:10][CH2:9]1)=[O:6].CC1(C)C(C)(C)OB(/[CH:24]=[CH:25]/[CH2:26][O:27][CH3:28])O1.C([O-])([O-])=O.[Na+].[Na+]>CN(C=O)C.O>[Br:15][C:12]1[CH:11]=[C:4]([CH:3]=[C:2](/[CH:24]=[CH:25]/[CH2:26][O:27][CH3:28])[C:13]=1[CH3:14])[C:5]([NH:7][CH:8]1[CH2:10][CH2:9]1)=[O:6] |f:2.3.4|. Reported procedure: To a solution of 3,5-dibromo-N-cyclopropyl-4-methylbenzamide (1 eq.) from the previous step and 4,4,5,5-tetramethyl-2-[(1E)-3-(methyloxy)-1-propen-1-yl]-1,3,2-dioxaborolane (1.1 eq.) in DMF (0.1 M) was added trans-bis(triphenylphosphine) palladium(II) bromide (0.05 eq.). The vessel was repeatedly evacuated and back-filled with nitrogen. Finally, 2 M aq. Na2CO3 (3 eq.) was added and the resulting mixture was heated at 100° C. for 1 h. The now black suspension was cooled to RT, diluted with water ...